describe an organic reaction: reactants, conditions, products, and yield From a dataset of the Open Reaction Database (ORD), a public repository of structured organic reaction records. Conditions: time 8 hour. Solvent: C(C)O (ethanol), O1CCCC1 (tetrahydrofuran). Starting materials: [BH4-].[Na+] (sodium borohydride), [Cl-].[Li+] (lithium chloride), C(C)OC(C(CCC=1SC=CC1)(C)NC(=O)OC)=O (2-Methoxycarbonylamino-2-methyl-4-(2-thienyl)butanoic acid ethylester), [BH4-].[Na+] (sodium borohydride), [Cl-].[Li+] (lithium chloride), ice. The yield is 93.2%. RXN SMILES: C([O:3][C:4](=O)[C:5]([NH:14][C:15]([O:17][CH3:18])=[O:16])([CH3:13])[CH2:6][CH2:7][C:8]1[S:9][CH:10]=[CH:11][CH:12]=1)C.[BH4-].[Na+].[Cl-].[Li+]>C(O)C.O1CCCC1>[CH3:18][O:17][C:15]([NH:14][C:5]([CH3:13])([CH2:6][CH2:7][C:8]1[S:9][CH:10]=[CH:11][CH:12]=1)[CH2:4][OH:3])=[O:16] |f:1.2,3.4|. Yields the product COC(=O)NC(CO)(CCC=1SC=CC1)C (2-Methoxycarbonylamino-2-methyl-4-(2-thienyl)butan-1-ol). Procedure details: 2-Methoxycarbonylamino-2-methyl-4-(2-thienyl)butanoic acid ethylester (14.7 g, 51.6 mmol) obtained in Example 1 (c) was dissolved in a mixture of ethanol (150 ml) and tetrahydrofuran (100 ml), and then sodium borohydride (5.07 g, 0.13 mol) and lithium chloride (5.68 g, 0.13 mol) were added thereto followed by stirring overnight at room temperature under a nitrogen atmosphere. And next morning, sodium borohydride (5.07 g, 0.13 mol) and lithium chloride (5.68 g, 0.13 mol) were added thereto in a s... The reactants are CCOC(=O)C(C)(C)Br, CCO, CC(C)(C)S, [K+], [OH-]. Product: CCOC(=O)C(C)(C)SC(C)(C)C. Reaction SMILES: [Br:1][C:2]([C:3](=[O:4])[O:5][CH2:6][CH3:7])([CH3:8])[CH3:9].[CH2:17]([OH:18])[CH3:19].[CH3:10][C:11]([CH3:12])([CH3:13])[SH:14].[K+:16].[OH-:15]>>[C:2]([C:3](=[O:4])[O:5][CH2:6][CH3:7])([CH3:8])([CH3:9])[S:14][C:11]([CH3:10])([CH3:12])[CH3:13]. The reactants are CCCCN(C(CC)C(=O)[O-])S(=O)(=O)c1ccc(C)cc1, CO, [Na+], [OH-], O. Yields the product CCCCN(CC(=O)O)S(=O)(=O)c1ccc(C)cc1. As a reaction SMILES: [CH2:1]([CH3:2])[CH:3]([C:4](=[O:5])[O-:6])[N:7]([S:8](=[O:9])(=[O:10])[c:11]1[cH:12][cH:13][c:14]([CH3:17])[cH:15][cH:16]1)[CH2:18][CH2:19][CH2:20][CH3:21].[CH3:24][OH:25].[Na+:23].[OH-:22].[OH2:26]>>[CH2:3]([C:4](=[O:5])[OH:6])[N:7]([S:8](=[O:9])(=[O:10])[c:11]1[cH:12][cH:13][c:14]([CH3:17])[cH:15][cH:16]1)[CH2:18][CH2:19][CH2:20][CH3:21]. The product is OC1SC(COCc2ccccc2)C(OCc2ccccc2)C(OCc2ccccc2)C1OCc1ccccc1. As a reaction SMILES: [CH3:64][CH2:65][OH:66].[O:1]1[CH2:2][CH2:3][CH2:4][CH2:5][CH:6]1[O:7][CH:8]1[CH:9]([O:10][CH2:11][c:12]2[cH:13][cH:14][cH:15][cH:16][cH:17]2)[CH:18]([O:19][CH2:20][c:21]2[cH:22][cH:23][cH:24][cH:25][cH:26]2)[CH:27]([O:28][CH2:29][c:30]2[cH:31][cH:32][cH:33][cH:34][cH:35]2)[CH:36]([CH2:38][O:39][CH2:40][c:41]2[cH:42][cH:43][cH:44][cH:45][cH:46]2)[S:37]1.[c:47]1([CH3:48])[cH:49][cH:50][c:51]([S:52]([O-:53])(=[O:54])=[O:55])[cH:56][cH:57]1.[nH+:58]1[cH:59][cH:60][cH:61][cH:62][cH:63]1>>[OH:7][CH:8]1[CH:9]([O:10][CH2:11][c:12]2[cH:13][cH:14][cH:15][cH:16][cH:17]2)[CH:18]([O:19][CH2:20][c:21]2[cH:22][cH:23][cH:24][cH:25][cH:26]2)[CH:27]([O:28][CH2:29][c:30]2[cH:31][cH:32][cH:33][cH:34][cH:35]2)[CH:36]([CH2:38][O:39][CH2:40][c:41]2[cH:42][cH:43][cH:44][cH:45][cH:46]2)[S:37]1. Reactants: CCO, c1ccc(COCC2SC(OC3CCCCO3)C(OCc3ccccc3)C(OCc3ccccc3)C2OCc2ccccc2)cc1, Cc1ccc(S(=O)(=O)[O-])cc1, c1cc[nH+]cc1. The reactants are CN1CCNCC(C1)NC(=O)C1=NN(C2=CC=CC=C12)CC (N-(1-methylhexahydro-1H-1,4-diazepin-6-yl)-1-ethyl-1H-indazole-3-carboxamide), C([O-])([O-])=O.[K+].[K+] (potassium carbonate), [I-].[Na+] (sodium iodide), CC=1C=C(CCl)C=CC1 (3-methylbenzyl chloride). Solvent: C(C)C(=O)C (methyl ethyl ketone). Conditions: time 6 hour. Product: CC=1C=C(CN2CCN(CC(C2)NC(=O)C2=NN(C3=CC=CC=C23)CC)C)C=CC1 (N-[1-(3-methylbenzyl)-4-methylhexahydro-1H-1,4-diazepin-6-yl]-1-ethyl-1H-indazole-3-carboxamide). The yield is 78.4%. Reaction SMILES: [CH3:1][N:2]1[CH2:8][CH:7]([NH:9][C:10]([C:12]2[C:20]3[C:15](=[CH:16][CH:17]=[CH:18][CH:19]=3)[N:14]([CH2:21][CH3:22])[N:13]=2)=[O:11])[CH2:6][NH:5][CH2:4][CH2:3]1.C(=O)([O-])[O-].[K+].[K+].[I-].[Na+].[CH3:31][C:32]1[CH:33]=[C:34]([CH:37]=[CH:38][CH:39]=1)[CH2:35]Cl>C(C(C)=O)C>[CH3:31][C:32]1[CH:33]=[C:34]([CH:37]=[CH:38][CH:39]=1)[CH2:35][N:5]1[CH2:6][CH:7]([NH:9][C:10]([C:12]2[C:20]3[C:15](=[CH:16][CH:17]=[CH:18][CH:19]=3)[N:14]([CH2:21][CH3:22])[N:13]=2)=[O:11])[CH2:8][N:2]([CH3:1])[CH2:3][CH2:4]1 |f:1.2.3,4.5|. Procedure details: A mixture of N-(1-methylhexahydro-1H-1,4-diazepin-6-yl)-1-ethyl-1H-indazole-3-carboxamide (1.8 g), potassium carbonate (4.1 g), sodium iodide (0.9 g), 3-methylbenzyl chloride (0.85 g) and methyl ethyl ketone (100 ml) is refluxed with stirring for 6 hours. After cooling, the reaction mixture is filtered, and the filtrate is concentrated under reduced pressure. The residue is chromatographed on silica gel with elution of chloroform-methanol (20:1). Fractions containing the title compound are poole...